Dataset: the Open Reaction Database (ORD), a public repository of structured organic reaction records. Task: describe an organic reaction: reactants, conditions, products, and yield The reactants are COC=1C=C(C(C=NO)=C(C1)OC)O (4,6-dimethoxysalicylaldoxime), ClC(C(=O)N=C=O)(Cl)Cl (trichloroacetylisocyanate). Product: COC1=CC(=CC2=C1C=NO2)OC (4,6-dimethoxy-1,2-benzisoxazole). The yield is 72.6%. Reaction SMILES: [CH3:1][O:2][C:3]1[CH:4]=[C:5]([OH:14])[C:6](=[C:10]([O:12][CH3:13])[CH:11]=1)[CH:7]=[N:8]O.ClC(Cl)(Cl)C(N=C=O)=O>>[CH3:13][O:12][C:10]1[C:6]2[CH:7]=[N:8][O:14][C:5]=2[CH:4]=[C:3]([O:2][CH3:1])[CH:11]=1. Procedure details: Following the procedure substantially the same as described in Example 1, Step C, 1.97 g of 4,6-dimethoxysalicylaldoxime is treated with 2.0 g of trichloroacetylisocyanate to yield 1.3 g (72.6%) of 4,6-dimethoxy-1,2-benzisoxazole, m.p. 100°-101° C. Starting materials: ClCCl, [NH4+], [OH-], O=S(=O)(Cl)c1cc(Cl)cc(Cl)c1O. Product: NS(=O)(=O)c1cc(Cl)cc(Cl)c1O. RXN SMILES: [Cl:16][CH2:17][Cl:18].[NH4+:15].[OH-:14].[OH:1][c:2]1[c:3]([S:10](=[O:11])(=[O:12])[Cl:13])[cH:4][c:5]([Cl:9])[cH:6][c:7]1[Cl:8]>>[OH:1][c:2]1[c:3]([S:10](=[O:11])(=[O:12])[NH2:15])[cH:4][c:5]([Cl:9])[cH:6][c:7]1[Cl:8]. Reactants: CN1CCC(N2c3ccccc3Sc3cc(Br)ccc32)CC1, CC(Cl)OC(=O)Cl, ClCCCl. The product is Brc1ccc2c(c1)Sc1ccccc1N2C1CCNCC1. RXN SMILES: [Br:1][c:2]1[cH:3][cH:4][c:5]2[c:14]([cH:15]1)[S:13][c:12]1[c:7]([cH:8][cH:9][cH:10][cH:11]1)[N:6]2[CH:16]1[CH2:17][CH2:18][N:19]([CH3:22])[CH2:20][CH2:21]1.[Cl:23][C:24]([O:25][CH:26]([Cl:27])[CH3:28])=[O:29].[Cl:30][CH2:31][CH2:32][Cl:33]>>[Br:1][c:2]1[cH:3][cH:4][c:5]2[c:14]([cH:15]1)[S:13][c:12]1[c:7]([cH:8][cH:9][cH:10][cH:11]1)[N:6]2[CH:16]1[CH2:17][CH2:18][NH:19][CH2:20][CH2:21]1. Starting materials: CC(CSC(=O)c1ccccc1)C(=O)Cl, CCCCN1CC(C(=O)OC(C)(C)C)NC1=O, CC(C)(C)[O-], [K+], C1CCOC1. Product: CCCCN1CC(C(=O)OC(C)(C)C)N(C(=O)C(C)CSC(=O)c2ccccc2)C1=O. RXN SMILES: [C:24]([c:25]1[cH:26][cH:27][cH:28][cH:29][cH:30]1)(=[O:31])[S:32][CH2:33][CH:34]([C:35](=[O:36])[Cl:37])[CH3:38].[CH2:1]([CH2:2][CH2:3][CH3:4])[N:5]1[C:6](=[O:17])[NH:7][CH:8]([C:10](=[O:11])[O:12][C:13]([CH3:14])([CH3:15])[CH3:16])[CH2:9]1.[CH3:18][C:19]([CH3:20])([O-:21])[CH3:22].[K+:23].[O:39]1[CH2:40][CH2:41][CH2:42][CH2:43]1>>[CH2:1]([CH2:2][CH2:3][CH3:4])[N:5]1[C:6](=[O:17])[N:7]([C:35]([CH:34]([CH2:33][S:32][C:24]([c:25]2[cH:26][cH:27][cH:28][cH:29][cH:30]2)=[O:31])[CH3:38])=[O:36])[CH:8]([C:10](=[O:11])[O:12][C:13]([CH3:14])([CH3:15])[CH3:16])[CH2:9]1. Starting materials: FC=1C=C(C=CC1F)C1=NN(C=2CCC3(CC12)OCCO3)C(=O)N[C@H](C(=O)NC)C(C)(C)C ((S)-3′-(3,4-difluorophenyl)-N-(3,3-dimethyl-1-(methylamino)-1-oxobutan-2-yl)-6′,7′-dihydrospiro[[1,3]dioxolane-2,5′-indazole]-1′(4′H)-carboxamide), C1(=CC=C(C=C1)S(=O)(=O)O)C (p-toluenesulfonic acid), O (water). The solvent is CC(=O)C (acetone). The product is FC=1C=C(C=CC1F)C1=NN(C=2CCC(CC12)=O)C(=O)N[C@H](C(=O)NC)C(C)(C)C ((S)-3-(3,4-difluorophenyl)-N-(3,3-dimethyl-1-(methylamino)-1-oxobutan-2-yl)-5-oxo-4,5,6,7-tetrahydro-1H-indazole-1-carboxamide). Isolated yield 91.1%. RXN SMILES: [F:1][C:2]1[CH:3]=[C:4]([C:9]2[C:17]3[CH2:16][C:15]4(OCC[O:18]4)[CH2:14][CH2:13][C:12]=3[N:11]([C:22]([NH:24][C@@H:25]([C:30]([CH3:33])([CH3:32])[CH3:31])[C:26]([NH:28][CH3:29])=[O:27])=[O:23])[N:10]=2)[CH:5]=[CH:6][C:7]=1[F:8].C1(C)C=CC(S(O)(=O)=O)=CC=1.O>CC(C)=O>[F:1][C:2]1[CH:3]=[C:4]([C:9]2[C:17]3[CH2:16][C:15](=[O:18])[CH2:14][CH2:13][C:12]=3[N:11]([C:22]([NH:24][C@@H:25]([C:30]([CH3:33])([CH3:32])[CH3:31])[C:26]([NH:28][CH3:29])=[O:27])=[O:23])[N:10]=2)[CH:5]=[CH:6][C:7]=1[F:8]. Reported procedure: A mixture of compound 63 (0.91 g) and p-toluenesulfonic acid (1.3 g) was heated in acetone and water at 50° C. until starting material was consumed. After evaporation of acetone, the residue was extracted between EtOAc and saturated sodium bicarbonate. The organic phase was dried over sodium sulfate and evaporated to dryness. The crude product was purified by column chromatography with 70% to 80% EtOAc/Hex to give (S)-3-(3,4-difluorophenyl)-N-(3,3-dimethyl-1-(methylamino)-1-oxobutan-2-yl)-5-oxo-... Reactants: OC1=C(C2=C(C(CCO2)=O)C=C1)CCC (2,3-dihydro-7-hydroxy-8-propyl-4H-1-benzopyran-4-one), COC(CCC1=C(C=CC=C1CCCCCCOS(=O)(=O)C)OCCCCCC(=O)OC)=O (2-[(6-methoxy-6-oxohexyl)oxy]-6-[6-(methylsulfonyl)oxyhexyl]benzenepropanoic acid methyl ester). The product is C(=O)(O)CCCCCOC1=C(C(=CC=C1)CCCCCCOC1=C(C2=C(C(CCO2)=O)C=C1)CCC)CCC(=O)O (2-[(5-Carboxypentyl)oxy]-6-[6-[(3,4-dihydro-4-oxo-8-propyl-2H-1-benzopyran-7-yl)oxy]hexyl]benzenepropanoic Acid). As a reaction SMILES: [OH:1][C:2]1[CH:12]=[CH:11][C:5]2[C:6](=[O:10])[CH2:7][CH2:8][O:9][C:4]=2[C:3]=1[CH2:13][CH2:14][CH3:15].C[O:17][C:18](=[O:48])[CH2:19][CH2:20][C:21]1[C:26]([CH2:27][CH2:28][CH2:29][CH2:30][CH2:31][CH2:32]OS(C)(=O)=O)=[CH:25][CH:24]=[CH:23][C:22]=1[O:38][CH2:39][CH2:40][CH2:41][CH2:42][CH2:43][C:44]([O:46]C)=[O:45]>>[C:44]([CH2:43][CH2:42][CH2:41][CH2:40][CH2:39][O:38][C:22]1[CH:23]=[CH:24][CH:25]=[C:26]([CH2:27][CH2:28][CH2:29][CH2:30][CH2:31][CH2:32][O:1][C:2]2[CH:12]=[CH:11][C:5]3[C:6](=[O:10])[CH2:7][CH2:8][O:9][C:4]=3[C:3]=2[CH2:13][CH2:14][CH3:15])[C:21]=1[CH2:20][CH2:19][C:18]([OH:48])=[O:17])([OH:46])=[O:45]. Procedure: Using the procedure of example 126, 2,3-dihydro-7-hydroxy-8-propyl-4H-1-benzopyran-4-one was converted into the title compound by alkylation with 2-[(6-methoxy-6-oxohexyl)oxy]-6-[6-(methylsulfonyl)oxyhexyl]benzenepropanoic acid methyl ester from the preceding example, followed by saponification, in 79% overall yield. The product was a colorless solid, mp 86°-88° C., recrystallized from hexane-ethyl acetate.